Dataset: the Open Reaction Database (ORD), a public repository of structured organic reaction records. Task: describe an organic reaction: reactants, conditions, products, and yield The reactants are ClC1=CC2=C(C3=C(C[N+](=C2C2=C(C=CC=C2)F)[O-])C=NC=N3)C=C1 (9-chloro-7-(2-fluorophenyl)-5H-pyrimido[5,4-d][2]benzazepine-6-oxide), C(C)(=O)OC(C)=O (acetic anhydride). Yields the product C(C)(=O)OC1N=C(C2=C(C3=C1C=NC=N3)C=CC(=C2)Cl)C2=C(C=CC=C2)F (9-Chloro-7-(2-fluorophenyl)-5H-pyrimido[5,4-d][2]benzazepin-5-ol acetate). RXN SMILES: [Cl:1][C:2]1[CH:24]=[CH:23][C:5]2[C:6]3[N:22]=[CH:21][N:20]=[CH:19][C:7]=3[CH2:8][N+:9]([O-])=[C:10]([C:11]3[CH:16]=[CH:15][CH:14]=[CH:13][C:12]=3[F:17])[C:4]=2[CH:3]=1.[C:25]([O:28]C(=O)C)(=[O:27])[CH3:26]>>[C:25]([O:28][CH:8]1[C:7]2[CH:19]=[N:20][CH:21]=[N:22][C:6]=2[C:5]2[CH:23]=[CH:24][C:2]([Cl:1])=[CH:3][C:4]=2[C:10]([C:11]2[CH:16]=[CH:15][CH:14]=[CH:13][C:12]=2[F:17])=[N:9]1)(=[O:27])[CH3:26]. Reported procedure: A mixture of 2.5 g (7.4 mmoles) of 9-chloro-7-(2-fluorophenyl)-5H-pyrimido[5,4-d][2]benzazepine-6-oxide and 50 ml of acetic anhydride was heated on the steambath for 24 hours. The reaction mixture was concentrated at reduced pressure to dryness and the residue was crystallized from a mixture of methylene chloride and ether to give the crude product, m.p. 197°-198° C. Recrystallization from a mixture of methylene chloride and ether gave the pure product as cream colored prisms, m.p. 200°-201° C. Starting materials: ClCc1ccc2ccccc2n1, [K+], [K+], O=C([O-])[O-], CN(C)C=O, CCOC(=O)COc1cccc(CC(=O)c2cccc(O)c2)c1. Yields the product CCOC(=O)COc1cccc(CC(=O)c2cccc(OCc3ccc4ccccc4n3)c2)c1. As a reaction SMILES: [Cl:24][CH2:25][c:26]1[n:27][c:28]2[cH:29][cH:30][cH:31][cH:32][c:33]2[cH:34][cH:35]1.[K+:36].[K+:37].[O-:38][C:39]([O-:40])=[O:41].[O:42]=[CH:43][N:44]([CH3:45])[CH3:46].[OH:1][c:2]1[cH:3][c:4]([C:8]([CH2:9][c:10]2[cH:11][c:12]([O:13][CH2:14][C:15](=[O:16])[O:17][CH2:18][CH3:19])[cH:20][cH:21][cH:22]2)=[O:23])[cH:5][cH:6][cH:7]1>>[O:1]([c:2]1[cH:3][c:4]([C:8]([CH2:9][c:10]2[cH:11][c:12]([O:13][CH2:14][C:15](=[O:16])[O:17][CH2:18][CH3:19])[cH:20][cH:21][cH:22]2)=[O:23])[cH:5][cH:6][cH:7]1)[CH2:25][c:26]1[n:27][c:28]2[cH:29][cH:30][cH:31][cH:32][c:33]2[cH:34][cH:35]1. Reactants: C1(CCCCC1)C1=NC(C(NC2=C1C=CC=C2)=S)NC(=O)OCC2=CC=CC=C2 (1,3-Dihydro-5-cyclohexyl-3(R,S)-[(benzyloxycarbonyl)-amino]-2H-1,4-benzodiazepin-2-thione), Br (hydrogen bromide). The solvent is C(Cl)Cl (methylene chloride), C(C)(=O)O (acetic acid). Reaction conditions: temperature 0 celsius, time 5 minute. Product: C1(CCCCC1)C1=NC(C(NC2=C1C=CC=C2)=S)N (1,3-dihydro-5-cyclohexyl-3(R,S)-amino-2H-1.4-benzodiazepin-2-thione). Yield: 93.2%. Reaction SMILES: [CH:1]1([C:7]2[C:13]3[CH:14]=[CH:15][CH:16]=[CH:17][C:12]=3[NH:11][C:10](=[S:18])[CH:9]([NH:19]C(OCC3C=CC=CC=3)=O)[N:8]=2)[CH2:6][CH2:5][CH2:4][CH2:3][CH2:2]1.Br>C(Cl)Cl.C(O)(=O)C>[CH:1]1([C:7]2[C:13]3[CH:14]=[CH:15][CH:16]=[CH:17][C:12]=3[NH:11][C:10](=[S:18])[CH:9]([NH2:19])[N:8]=2)[CH2:2][CH2:3][CH2:4][CH2:5][CH2:6]1. Procedure: 1,3-Dihydro-5-cyclohexyl-3(R,S)-[(benzyloxycarbonyl)-amino]-2H-1,4-benzodiazepin-2-thione (787 mg, 1.93 mmole) was dissolved in 40 ml of a 1:1 mixture of methylene chloride and acetic acid. The resulting solution was cooled to 0° C. and a continuous stream of hydrogen bromide gas was passed into the stirred solution for 10 minutes. The reaction vessel was capped and the reaction mixture was allowed to warm to ambient temperature over 5 hours. All volatiles were removed under reduced pressure and... Reactants: OCCC1NCCCC1 (2-(2-Hydroxyethyl)piperidine), C=1C=CC2=C(C1)N=NN2O (HOBt), CN(CCCC(=O)[O-])C (4-(dimethylamino)butyrate). Run in CN(C=O)C (N,N-dimethylformamide). Yields the product CN(CCCC(=O)N1C(CCCC1)CCO)C (1-[4-(dimethylamino)butanoyl]-2-(2-hydroxyethyl)piperidine). As a reaction SMILES: [OH:1][CH2:2][CH2:3][CH:4]1[CH2:9][CH2:8][CH2:7][CH2:6][NH:5]1.C1C=CC2N(O)N=NC=2C=1.[CH3:20][N:21]([CH3:28])[CH2:22][CH2:23][CH2:24][C:25]([O-])=[O:26]>CN(C)C=O>[CH3:20][N:21]([CH3:28])[CH2:22][CH2:23][CH2:24][C:25]([N:5]1[CH2:6][CH2:7][CH2:8][CH2:9][CH:4]1[CH2:3][CH2:2][OH:1])=[O:26]. Procedure details: 2-(2-Hydroxyethyl)piperidine, HOBt and WSCI are added to N,N-dimethylformamide solution of 4-(dimethylamino)butyrate while being cooled with ice and the mixture is reacted at room temperature to obtain 1-[4-(dimethylamino)butanoyl]-2-(2-hydroxyethyl)piperidine. The solvent is CCCCCC.C(C)(=O)OCC (hexane ethyl acetate). Procedure details: Protocol T was followed using 4-Chloro-3-(4-Fluoro-phenyl)-5-methylsulfanyl-1H-pyrazole, K2CO3, 2-Chloro-1-[4-(4-fluoro-phenyl)-piperazin-1-yl]-ethanone and DMF. Column chromatography using a solvent mixture (hexane/ethyl acetate=2/3) afforded the title compound as white solid. 1H NMR (400 MHz, CDCl3): 7.82-7.88 (m, 2H), 7.06-7.12 (m, 2H), 6.96-7.1 (m, 2H), 6.88-6.92 (m, 2H), 5.2 (s, 2H), 3.68-3.84 (m, 4H), 3.06-3.18 (m, 4H), 2.4 (s, 3H). 13C NMR (400 MHz, CDCl3): 164.8, 158, 147, 135, 127.4, 12... Product: ClC=1C(=NN(C1C1=CC=C(C=C1)F)CC(=O)N1CCN(CC1)C1=CC=C(C=C1)F)SC (2-[4-Chloro-5-(4-Fluoro-phenyl)-3-methylsulfanyl-pyrazol-1-yl]-1-[4-(4-fluoro-phenyl)-piperazin-1-yl]-ethanone). Starting materials: ClC=1C(=NNC1SC)C1=CC=C(C=C1)F (4-Chloro-3-(4-Fluoro-phenyl)-5-methylsulfanyl-1H-pyrazole), CN(C)C=O (DMF), C(=O)([O-])[O-].[K+].[K+] (K2CO3), ClCC(=O)N1CCN(CC1)C1=CC=C(C=C1)F (2-Chloro-1-[4-(4-fluoro-phenyl)-piperazin-1-yl]-ethanone). RXN SMILES: [Cl:1][C:2]1[C:3]([C:9]2[CH:14]=[CH:13][C:12]([F:15])=[CH:11][CH:10]=2)=[N:4][NH:5][C:6]=1[S:7][CH3:8].C([O-])([O-])=O.[K+].[K+].Cl[CH2:23][C:24]([N:26]1[CH2:31][CH2:30][N:29]([C:32]2[CH:37]=[CH:36][C:35]([F:38])=[CH:34][CH:33]=2)[CH2:28][CH2:27]1)=[O:25].CN(C=O)C>CCCCCC.C(OCC)(=O)C>[Cl:1][C:2]1[C:6]([S:7][CH3:8])=[N:5][N:4]([CH2:23][C:24]([N:26]2[CH2:27][CH2:28][N:29]([C:32]3[CH:37]=[CH:36][C:35]([F:38])=[CH:34][CH:33]=3)[CH2:30][CH2:31]2)=[O:25])[C:3]=1[C:9]1[CH:14]=[CH:13][C:12]([F:15])=[CH:11][CH:10]=1 |f:1.2.3,6.7|. Reactants: C(C1=CC=CC=C1)OC1=C(C(=O)O)C=C(C=C1C(NCC(F)(F)F)=O)F (2-benzyloxy-5-fluoro-3-(2,2,2-trifluoroethylcarbamoyl)-benzoic acid). Reagents/catalysts: [C].[Pd] (palladium-carbon). The solvent is C(C)O (ethanol). Reaction conditions: time 1 hour. The product is FC=1C=C(C(=C(C(=O)O)C1)O)C(NCC(F)(F)F)=O (5-Fluoro-2-hydroxy-3-(2,2,2-trifluoroethylcarbamoyl)-benzoic acid). As a reaction SMILES: C([O:8][C:9]1[C:17]([C:18](=[O:25])[NH:19][CH2:20][C:21]([F:24])([F:23])[F:22])=[CH:16][C:15]([F:26])=[CH:14][C:10]=1[C:11]([OH:13])=[O:12])C1C=CC=CC=1>C(O)C.[C].[Pd]>[F:26][C:15]1[CH:16]=[C:17]([C:18](=[O:25])[NH:19][CH2:20][C:21]([F:23])([F:24])[F:22])[C:9]([OH:8])=[C:10]([CH:14]=1)[C:11]([OH:13])=[O:12] |f:2.3|. Procedure details: 5.2 g (14 mmol) of 2-benzyloxy-5-fluoro-3-(2,2,2-trifluoroethylcarbamoyl)-benzoic acid is dissolved in 30 ml of ethanol. 250 mg of palladium-carbon (10%) is added and is hydrogenated in 1 hour at normal temperature. The catalyst is then filtered off and the filtrate is evaporated to dryness in a vacuum. The residue is chromatographed on silica gel 60 (Merck) with dichloromethane/methanol. 3.03 g (11.34 mmol)=81% of the theoretical yield of the compound is obtained as an amorphous solid.